Dataset: the Open Reaction Database (ORD), a public repository of structured organic reaction records. Task: describe an organic reaction: reactants, conditions, products, and yield Starting materials: CC(=O)OCC(Br)CC(F)(F)Br, CCCC[SnH](CCCC)CCCC, Cc1ccccc1C. Yields the product CC(=O)OCCCC(F)(F)Br. As a reaction SMILES: [C:1]([CH3:2])(=[O:3])[O:4][CH2:5][CH:6]([CH2:7][C:8]([F:9])([F:10])[Br:11])[Br:12].[CH2:13]([SnH:14]([CH2:15][CH2:16][CH2:17][CH3:18])[CH2:19][CH2:20][CH2:21][CH3:22])[CH2:23][CH2:24][CH3:25].[c:26]1([CH3:27])[c:28]([CH3:29])[cH:30][cH:31][cH:32][cH:33]1>>[C:1]([CH3:2])(=[O:3])[O:4][CH2:5][CH2:6][CH2:7][C:8]([F:9])([F:10])[Br:11]. Solvent: CS(=O)C (DMSO). Reported procedure: A stirred solution of N-methyl piperazine (0.184 g, 1.84 mmol) and (6-chloro-pyridin-3-yl)-[5-(4-methanesulfonyl-phenyl)-4-methyl-thiazol-2-yl]-amine (31c) (0.070 g, 0.184 mmol) in DMSO (2 ml) is heated in a microwave (PROLABO SYNTHEWAVE s402™) at 60% power (180 W) for 10 hours. The solvent is removed and the residue is purified by chromatography on silica eluting with ethyl acetate-methanol (9:1) to give the title compound as a yellow solid (0.096 g). The product is CS(=O)(=O)C1=CC=C(C=C1)C1=C(N=C(S1)NC=1C=NC(=CC1)N1CCN(CC1)C)C ([5-(4-Methanesulfonyl-phenyl)-4-methyl-thiazol-2-yl]-[6-(4-methyl-piperazin-1-yl)-pyridin-3-yl]-amine). Isolated yield 117.6%. Starting materials: CN1CCNCC1 (N-methyl piperazine), ClC1=CC=C(C=N1)NC=1SC(=C(N1)C)C1=CC=C(C=C1)S(=O)(=O)C ((6-chloro-pyridin-3-yl)-[5-(4-methanesulfonyl-phenyl)-4-methyl-thiazol-2-yl]-amine). RXN SMILES: [CH3:1][N:2]1[CH2:7][CH2:6][NH:5][CH2:4][CH2:3]1.Cl[C:9]1[N:14]=[CH:13][C:12]([NH:15][C:16]2[S:17][C:18]([C:22]3[CH:27]=[CH:26][C:25]([S:28]([CH3:31])(=[O:30])=[O:29])=[CH:24][CH:23]=3)=[C:19]([CH3:21])[N:20]=2)=[CH:11][CH:10]=1>CS(C)=O>[CH3:31][S:28]([C:25]1[CH:26]=[CH:27][C:22]([C:18]2[S:17][C:16]([NH:15][C:12]3[CH:13]=[N:14][C:9]([N:5]4[CH2:6][CH2:7][N:2]([CH3:1])[CH2:3][CH2:4]4)=[CH:10][CH:11]=3)=[N:20][C:19]=2[CH3:21])=[CH:23][CH:24]=1)(=[O:30])=[O:29]. Reactants: [N+](=O)([O-])C1=CC=C(CO)C=C1 (4-nitrobenzylalcohol), B.[K] (potassium boron hydride). Reagents/catalysts: [Cu](Cl)Cl (copper chloride). Solvent: CO (methanol). Run at time 2 hour. The product is NC1=CC=C(CO)C=C1 (4-aminobenzylalcohol). Isolated yield 35.5%. Reaction SMILES: [N+:1]([C:4]1[CH:11]=[CH:10][C:7]([CH2:8][OH:9])=[CH:6][CH:5]=1)([O-])=O.B.[K]>CO.[Cu](Cl)Cl>[NH2:1][C:4]1[CH:11]=[CH:10][C:7]([CH2:8][OH:9])=[CH:6][CH:5]=1 |f:1.2,^1:12|. Reported procedure: To a solution of 4-nitrobenzylalcohol (4.59 g) in methanol (300 ml) was added copper chloride (I) (17.8 g) at room temperature, and then was gradually added potassium boron hydride (11.3 g) for 40 minutes. The reaction mixture was stirred at room temperature for 2 hours and concentrated under reduced pressure. To the residue was added water, and the mixture was extracted with ethyl acetate. The organic layer was dried with anhydrous sodium sulfate, and concentrated under reduced pressure. The re... The reactants are CCN=C=NCCCN(C)C, CN(C)C=O, CCN(C(C)C)C(C)C, NCc1ccc(F)cc1, Cc1nc(N)sc1C(=O)O, On1nnc2ccccc21. Product: Cc1nc(N)sc1C(=O)NCc1ccc(F)cc1. As a reaction SMILES: [CH3:21][N:22]([CH3:23])[CH2:24][CH2:25][CH2:26][N:27]=[C:28]=[N:29][CH2:30][CH3:31].[CH3:50][N:51]([CH3:52])[CH:53]=[O:54].[CH:32]([N:33]([CH:34]([CH3:35])[CH3:36])[CH2:37][CH3:38])([CH3:39])[CH3:40].[F:41][c:42]1[cH:43][cH:44][c:45]([CH2:48][NH2:49])[cH:46][cH:47]1.[NH2:1][c:2]1[s:3][c:4]([C:8](=[O:9])[OH:10])[c:5]([CH3:7])[n:6]1.[OH:11][n:12]1[c:13]2[cH:14][cH:15][cH:16][cH:17][c:18]2[n:19][n:20]1>>[NH2:1][c:2]1[s:3][c:4]([C:8](=[O:10])[NH:49][CH2:48][c:45]2[cH:44][cH:43][c:42]([F:41])[cH:47][cH:46]2)[c:5]([CH3:7])[n:6]1. Starting materials: CO, CSc1ncc(C(=O)Nc2ccc(F)cc2)c(Cl)n1, NCC(O)c1ccccc1, O. The product is CSc1ncc(C(=O)Nc2ccc(F)cc2)c(NCC(O)c2ccccc2)n1. RXN SMILES: [CH3:31][OH:32].[F:11][c:12]1[cH:13][cH:14][c:15]([NH:18][C:19](=[O:20])[c:21]2[c:22]([Cl:29])[n:23][c:24]([S:27][CH3:28])[n:25][cH:26]2)[cH:16][cH:17]1.[NH2:1][CH2:2][CH:3]([OH:4])[c:5]1[cH:6][cH:7][cH:8][cH:9][cH:10]1.[OH2:30]>>[NH:1]([CH2:2][CH:3]([OH:4])[c:5]1[cH:6][cH:7][cH:8][cH:9][cH:10]1)[c:22]1[c:21]([C:19]([NH:18][c:15]2[cH:14][cH:13][c:12]([F:11])[cH:17][cH:16]2)=[O:20])[cH:26][n:25][c:24]([S:27][CH3:28])[n:23]1.